This data is from the Open Reaction Database (ORD), a public repository of structured organic reaction records. The task is: describe an organic reaction: reactants, conditions, products, and yield The reactants are C1(=CC=CC=C1)[C@H]1NC1 ((R)(-)-2-phenyl-aziridine), N1C=NC=C1 (imidazole). Yields the product C1(=CC=CC=C1)[C@@H](CN)N1C=NC=C1 ((S)-2-Phenyl-2-(1H-imidazol-1-yl)-1-aminoethane). RXN SMILES: [C:1]1([C@@H:7]2[CH2:9][NH:8]2)[CH:6]=[CH:5][CH:4]=[CH:3][CH:2]=1.[NH:10]1[CH:14]=[CH:13][N:12]=[CH:11]1>>[C:1]1([C@H:7]([N:10]2[CH:14]=[CH:13][N:12]=[CH:11]2)[CH2:9][NH2:8])[CH:2]=[CH:3][CH:4]=[CH:5][CH:6]=1. Reported procedure: 1 g of (R)(-)-2-phenyl-aziridine and 1.14 g of imidazole are heated at 120° for 24 hours. After cooling the reaction mixture can be used for the acylating step without further purification. An analytical sample can be obtained by chromatography over silica gel; The reactants are CO, CC(C)c1nc2c(n1Cc1ccc(Cl)cc1)C(CCC#N)CCC2, Cl, O=C(O)C(F)(F)F, [K+], [OH-]. Product: CC(C)c1nc2c(n1Cc1ccc(Cl)cc1)C(CCC(=O)O)CCC2. RXN SMILES: [CH3:33][OH:34].[Cl:1][c:2]1[cH:3][cH:4][c:5]([CH2:8][n:9]2[c:10]([CH:22]([CH3:23])[CH3:24])[n:11][c:12]3[c:13]2[CH:14]([CH2:18][CH2:19][C:20]#[N:21])[CH2:15][CH2:16][CH2:17]3)[cH:6][cH:7]1.[ClH:25].[F:26][C:27]([C:28](=[O:29])[OH:30])([F:31])[F:32].[K+:36].[OH-:35]>>[Cl:1][c:2]1[cH:3][cH:4][c:5]([CH2:8][n:9]2[c:10]([CH:22]([CH3:23])[CH3:24])[n:11][c:12]3[c:13]2[CH:14]([CH2:18][CH2:27][C:28](=[O:29])[OH:30])[CH2:15][CH2:16][CH2:17]3)[cH:6][cH:7]1. Reactants: CN1CCNCC1, ClCCl, O=[N+]([O-])c1cc(C(F)(F)F)ccc1S(=O)(=O)Cl. The product is CN1CCN(S(=O)(=O)c2ccc(C(F)(F)F)cc2[N+](=O)[O-])CC1. Reaction SMILES: [CH3:18][N:19]1[CH2:20][CH2:21][NH:22][CH2:23][CH2:24]1.[Cl:25][CH2:26][Cl:27].[N+:1](=[O:2])([O-:3])[c:4]1[c:5]([S:14](=[O:15])(=[O:16])[Cl:17])[cH:6][cH:7][c:8]([C:10]([F:11])([F:12])[F:13])[cH:9]1>>[N+:1](=[O:2])([O-:3])[c:4]1[c:5]([S:14](=[O:15])(=[O:16])[N:22]2[CH2:21][CH2:20][N:19]([CH3:18])[CH2:24][CH2:23]2)[cH:6][cH:7][c:8]([C:10]([F:11])([F:12])[F:13])[cH:9]1.